Dataset: the Open Reaction Database (ORD), a public repository of structured organic reaction records. Task: describe an organic reaction: reactants, conditions, products, and yield Starting materials: O=C([O-])O, Cc1cc([N+](=O)[O-])ccc1CO, ClCCl, [Na+], BrP(Br)Br. Yields the product Cc1cc([N+](=O)[O-])ccc1CBr. RXN SMILES: [C:17](=[O:18])([O-:19])[OH:20].[CH3:1][c:2]1[c:3]([CH2:11][OH:12])[cH:4][cH:5][c:6]([N+:8](=[O:9])[O-:10])[cH:7]1.[Cl:22][CH2:23][Cl:24].[Na+:21].[P:13]([Br:14])([Br:15])[Br:16]>>[CH3:1][c:2]1[c:3]([CH2:11][Br:14])[cH:4][cH:5][c:6]([N+:8](=[O:9])[O-:10])[cH:7]1. The reactants are Cl (Hydrochloric acid), [Si](C1=CC=CC=C1)(C1=CC=CC=C1)(C(C)(C)C)OCCOC[C@@H](C(=O)NC1=NC=C(C=C1)Cl)OC=1C2=C(N=CN1)N(N=N2)C2=C(C=CC=C2)Cl ((2S)-3-(2-(tert-butyldiphenylsilyloxy)ethoxy)-2-(3-(2-chlorophenyl)-3H-[1,2,3]triazolo[4,5-d]pyrimidin-7-yloxy)-N-(5-chloropyridin-2-yl)propanamide). The solvent is CO (methanol). Run at time 4 hour. Yields the product ClC1=C(C=CC=C1)N1N=NC2=C1N=CN=C2O[C@H](C(=O)NC2=NC=C(C=C2)Cl)COCCO ((2S)-2-(3-(2-chlorophenyl)-3H-[1,2,3]triazolo[4,5-d]pyrimidin-7-yloxy)-N-(5-chloropyridin-2-yl)-3-(2-hydroxyethoxy)propanamide). The yield is 31.0%. RXN SMILES: Cl.[Si]([O:19][CH2:20][CH2:21][O:22][CH2:23][C@H:24]([O:35][C:36]1[C:37]2[N:44]=[N:43][N:42]([C:45]3[CH:50]=[CH:49][CH:48]=[CH:47][C:46]=3[Cl:51])[C:38]=2[N:39]=[CH:40][N:41]=1)[C:25]([NH:27][C:28]1[CH:33]=[CH:32][C:31]([Cl:34])=[CH:30][N:29]=1)=[O:26])(C(C)(C)C)(C1C=CC=CC=1)C1C=CC=CC=1>CO>[Cl:51][C:46]1[CH:47]=[CH:48][CH:49]=[CH:50][C:45]=1[N:42]1[C:38]2[N:39]=[CH:40][N:41]=[C:36]([O:35][C@@H:24]([CH2:23][O:22][CH2:21][CH2:20][OH:19])[C:25]([NH:27][C:28]3[CH:33]=[CH:32][C:31]([Cl:34])=[CH:30][N:29]=3)=[O:26])[C:37]=2[N:44]=[N:43]1. Reported procedure: Hydrochloric acid (10%, 1 mL) was added dropwise to (2S)-3-(2-(tert-butyldiphenylsilyloxy)ethoxy)-2-(3-(2-chlorophenyl)-3H-[1,2,3]triazolo[4,5-d]pyrimidin-7-yloxy)-N-(5-chloropyridin-2-yl)propanamide (Intermediate AP4) (180 mg, 0.25 mmol) in methanol (20.00 mL) at room temperature. The resulting solution was stirred for 4 hours. Most of the methanol was evaporated and the remaining aq. soln was diluted with saturated NH4Cl and extracted with EtOAc (2×30 mL). The organic layers were combined, dri... Reactants: NC1=NC=NN2C1=C(C(=C2)C(=O)OCC)C2=CC=C(C=C2)N (ethyl 4-amino-5-(4-aminophenyl)pyrrolo[2,1-f][1,2,4]triazine-6-carboxylate), ClC=1NC2=C(N1)C=CC=C2 (2-chlorobenzimidazole), Cl (hydrogen chloride). Solvent: C(CCC)O (n-butanol), CN(C)C=O (DMF), O1CCOCC1 (dioxane). Yields the product NC1=NC=NN2C1=C(C(=C2)C(=O)OCC)C2=CC=C(C=C2)NC2=NC1=C(N2)C=CC=C1 (ethyl 4-amino-5-[4-(1H-benzimidazol-2-ylamino)phenyl]pyrrolo[2,1-f][1,2,4]triazine-6-carboxylate). The yield is 20.2%. RXN SMILES: [NH2:1][C:2]1[C:7]2=[C:8]([C:16]3[CH:21]=[CH:20][C:19]([NH2:22])=[CH:18][CH:17]=3)[C:9]([C:11]([O:13][CH2:14][CH3:15])=[O:12])=[CH:10][N:6]2[N:5]=[CH:4][N:3]=1.Cl[C:24]1[NH:25][C:26]2[CH:32]=[CH:31][CH:30]=[CH:29][C:27]=2[N:28]=1.Cl>C(O)CCC.CN(C=O)C.O1CCOCC1>[NH2:1][C:2]1[C:7]2=[C:8]([C:16]3[CH:17]=[CH:18][C:19]([NH:22][C:24]4[NH:28][C:27]5[CH:29]=[CH:30][CH:31]=[CH:32][C:26]=5[N:25]=4)=[CH:20][CH:21]=3)[C:9]([C:11]([O:13][CH2:14][CH3:15])=[O:12])=[CH:10][N:6]2[N:5]=[CH:4][N:3]=1. Procedure: A solution of ethyl 4-amino-5-(4-aminophenyl)pyrrolo[2,1-f][1,2,4]triazine-6-carboxylate (50.0 mg, 0.17 mmol) and 2-chlorobenzimidazole (30.2 mg, 0.17 mmol) in n-butanol (5 mL) and DMF (1 mL) were heated (90° C.) overnight in the presence of a trace amount of 4 M hydrogen chloride in dioxane. After cooling, the solution was concentrated under reduced pressure and the residue was purified by HPLC to afford the desired product (14.2 mg, 19%). 1H-NMR (300 MHz, DMSO-d6) 8.09 (s, 1H), 8.05 (br s, 1H)... Run at time 18 hour. RXN SMILES: C[O:2][C:3]([C:5]1[CH:10]=[CH:9][NH:8][C:7](=[O:11])[CH:6]=1)=O.CN(C=O)C.[Li+].[BH4-].CO>C1COCC1.CO.C(Cl)(Cl)Cl.O>[OH:2][CH2:3][C:5]1[CH:10]=[CH:9][NH:8][C:7](=[O:11])[CH:6]=1 |f:2.3,6.7|. Reported procedure: 2-Oxo-1,2-dihydropyridine-4-carboxylic acid methyl ester (1.8 g, 12.2 mmol), prepared as described in J. Org. Chem., 26, 428 (1961), was suspended in THF(100 ml). A small amount of DMF was added to help increase solubility. LiBH4 (61 mmol) was added and the reaction was stirred for 18 hours at room temperature. MeOH and H2O are added to quench the reaction. The reaction is then concentrated to yield a yellow oil. Flash chromatography (5% MeOH/CHCl3 to 20% MeOH/CHCl3) yielded 4-hydroxymethyl-1H-p... Product: OCC1=CC(NC=C1)=O (4-hydroxymethyl-1H-pyridin-2-one). The reactants are CO (MeOH), COC(=O)C1=CC(NC=C1)=O (2-Oxo-1,2-dihydropyridine-4-carboxylic acid methyl ester), CN(C)C=O (DMF), [Li+].[BH4-] (LiBH4). Solvent: O (H2O), C1CCOC1 (THF), CO.C(Cl)(Cl)Cl (MeOH CHCl3), CO.C(Cl)(Cl)Cl (MeOH CHCl3). Reactants: CC(=C)CC(C)(C)C (diisobutylene), [S-]C#N.[Na+] (sodium thiocyanate). The product is C(C)(C)(CC(C)(C)C)N=C=S (t-octylisothiocyanate). As a reaction SMILES: [CH3:1][C:2]([CH2:4][C:5]([CH3:8])([CH3:7])[CH3:6])=[CH2:3].[S-:9][C:10]#[N:11].[Na+]>>[C:2]([N:11]=[C:10]=[S:9])([CH2:4][C:5]([CH3:8])([CH3:7])[CH3:6])([CH3:1])[CH3:3] |f:1.2|. Procedure details: The t-octylisothiocyanate was prepared from the reaction of diisobutylene and sodium thiocyanate as follows: Starting materials: C(C1=CC=CC=C1)(C1=CC=CC=C1)N1CC(C1)C(C(=O)OCC)C(=O)OCC (diethyl (1-benzhydryl-3-azetidinyl)malonate), ClC(=O)OCC1=CC=CC=C1 (benzyl chloroformate). Solvent: ClCCl (dichloromethane). Run at time 8 hour. Yields the product C(C1=CC=CC=C1)OC(=O)N1CC(C1)C(C(=O)OCC)C(=O)OCC (Diethyl (1-benzyloxycarbonyl-3-azetidinyl)malonate). Yield: 84.8%. RXN SMILES: C([N:14]1[CH2:17][CH:16]([CH:18]([C:24]([O:26][CH2:27][CH3:28])=[O:25])[C:19]([O:21][CH2:22][CH3:23])=[O:20])[CH2:15]1)(C1C=CC=CC=1)C1C=CC=CC=1.Cl[C:30]([O:32][CH2:33][C:34]1[CH:39]=[CH:38][CH:37]=[CH:36][CH:35]=1)=[O:31]>ClCCl>[CH2:33]([O:32][C:30]([N:14]1[CH2:17][CH:16]([CH:18]([C:24]([O:26][CH2:27][CH3:28])=[O:25])[C:19]([O:21][CH2:22][CH3:23])=[O:20])[CH2:15]1)=[O:31])[C:34]1[CH:39]=[CH:38][CH:37]=[CH:36][CH:35]=1. Procedure details: To 3.40 g (8.91 mmol) of diethyl (1-benzhydryl-3-azetidinyl)malonate dissolved in 30 ml of dichloromethane was added 1.91 ml (13.36 mmol) of benzyl chloroformate, followed by overnight stirring at room temperature. After evaporation of the solvent, the resulting residue was purified by a silica gel column chromatography (250 ml, 3-5% methanol-dichloromethane) to yield 2.64 g (84%) of the title compound. Reactants: ClCC(=O)NC=1SC=C(N1)C(C(=O)N[C@@H]1C(N([C@H]1SC1=NN=NN1C)S(=O)(=O)[O-])=O)=NOC.[Na+] (sodium (3R,4S)-3-[2-(2-chloroacetamidothiazol-4-yl)-2-methoxyiminoacetamido]-4-(1-methyl-1H-tetrazol-5-yl)thio-2-oxoazetidine-1-sulfonate), C(N)(SC)=S.[Na] (sodium monomethyl dithiocarbamate). Solvent: O (water). Conditions: time 2 hour. Product: NC=1SC=C(N1)C(C(=O)N[C@@H]1C(N([C@H]1SC1=NN=NN1C)S(=O)(=O)[O-])=O)=NOC.[Na+] (sodium (3R,4S)-3-[2-(2-aminothiazol-4-yl)-2-methoxyiminoacetamido]-4-(1-methyl-1H-tetrazol-5-yl)thio-2-oxoazetidine-1-sulfonate). Yield: 40.9%. As a reaction SMILES: ClCC([NH:5][C:6]1[S:7][CH:8]=[C:9]([C:11](=[N:31][O:32][CH3:33])[C:12]([NH:14][C@H:15]2[C@H:18]([S:19][C:20]3[N:24]([CH3:25])[N:23]=[N:22][N:21]=3)[N:17]([S:26]([O-:29])(=[O:28])=[O:27])[C:16]2=[O:30])=[O:13])[N:10]=1)=O.[Na+:34].C(=S)(SC)N.[Na]>O>[NH2:5][C:6]1[S:7][CH:8]=[C:9]([C:11](=[N:31][O:32][CH3:33])[C:12]([NH:14][C@H:15]2[C@H:18]([S:19][C:20]3[N:24]([CH3:25])[N:23]=[N:22][N:21]=3)[N:17]([S:26]([O-:29])(=[O:28])=[O:27])[C:16]2=[O:30])=[O:13])[N:10]=1.[Na+:34] |f:0.1,2.3,5.6,^1:39|. Procedure: To a solution of 0.300 g of the above sodium (3R,4S)-3-[2-(2-chloroacetamidothiazol-4-yl)-2-methoxyiminoacetamido]-4-(1-methyl-1H-tetrazol-5-yl)thio-2-oxoazetidine-1-sulfonate in 4 ml of water and 4 ml of a buffer (pH 6.56) is added under ice-cooling 0.0689 g of sodium monomethyl dithiocarbamate, and the mixture is stirred at room temperature for 2 hours. The same procedure as Example 3B yields 0.106 g of sodium (3R,4S)-3-[2-(2-aminothiazol-4-yl)-2-methoxyiminoacetamido]-4-(1-methyl-1H-tetrazol-... Reactants: C(=O)(C(F)(F)F)O (TFA), C(N)(=O)C1(CC1)C1=C(CCC2=NC(=NC=C2C(F)(F)F)NC2=CC=C(C=C2)C2CCN(CC2)C(=O)OC(C)(C)C)C=CC=C1 (tert-Butyl 4-(4-((4-(2-(1-carbamoylcyclopropyl)phenethyl)-5-(trifluoromethyl)pyrimidin-2-yl)amino)phenyl)piperidine-1-carboxylate). The solvent is C(Cl)Cl (DCM). The product is N1CCC(CC1)C1=CC=C(C=C1)NC1=NC=C(C(=N1)CCC1=C(C=CC=C1)C1(CC1)C(=O)N)C(F)(F)F (1-(2-(2-(2-((4-(Piperidin-4-yl)phenyl)amino)-5-(trifluoromethyl)pyrimidin-4-yl)ethyl)phenyl)cyclopropanecarboxamide). The yield is 93.5%. Reaction SMILES: C(O)(C(F)(F)F)=O.[C:8]([C:11]1([C:14]2[CH:51]=[CH:50][CH:49]=[CH:48][C:15]=2[CH2:16][CH2:17][C:18]2[C:23]([C:24]([F:27])([F:26])[F:25])=[CH:22][N:21]=[C:20]([NH:28][C:29]3[CH:34]=[CH:33][C:32]([CH:35]4[CH2:40][CH2:39][N:38](C(OC(C)(C)C)=O)[CH2:37][CH2:36]4)=[CH:31][CH:30]=3)[N:19]=2)[CH2:13][CH2:12]1)(=[O:10])[NH2:9]>C(Cl)Cl>[NH:38]1[CH2:39][CH2:40][CH:35]([C:32]2[CH:31]=[CH:30][C:29]([NH:28][C:20]3[N:19]=[C:18]([CH2:17][CH2:16][C:15]4[CH:48]=[CH:49][CH:50]=[CH:51][C:14]=4[C:11]4([C:8]([NH2:9])=[O:10])[CH2:12][CH2:13]4)[C:23]([C:24]([F:27])([F:26])[F:25])=[CH:22][N:21]=3)=[CH:34][CH:33]=2)[CH2:36][CH2:37]1. Procedure details: A solution of TFA (0.65 mL, 8.5 mmol) and tert-butyl 4-(4-((4-(2-(1-carbamoylcyclopropyl)phenethyl)-5-(trifluoromethyl)pyrimidin-2-yl)amino)phenyl)piperidine-1-carboxylate (A6) (0.13 mg, 0.21 mmol) in DCM (20 mL) was stirred for 24 hours at room temperature under nitrogen. The volatiles were removed in vacuo and the residue was taken up in MeOH and loaded onto an SCX cartridge (10 g). The column was eluted with 5 column volumes of MeOH and then 5 column volumes of 5% v/v aqueous ammonia in MeOH ... The reactants are O=C1NC(C(CC1NC(=O)OCC1=CC=CC=C1)OC(C)=O)=O (2,6-dioxo-3-benzyloxycarbonylamino-5-acetoxypiperidine), CC1=C2C(C(=O)OC2=O)=CC=C1 (3-methylphthalic anhydride). Reagents/catalysts: [Pd] (Pd/C). Solvent: C(C)(=O)O (acetic acid). Run at time 3 hour. The product is CC1=C2C(N(C(C2=CC=C1)=O)C1C(NC(C(C1)OC(C)=O)=O)=O)=O (3-(4-methyl-1,3-dioxoisoindolin-2-yl)-2,6-dioxo-5-acetoxypiperidine). As a reaction SMILES: [O:1]=[C:2]1[CH:7]([NH:8][C:9]([O:11]CC2C=CC=CC=2)=O)[CH2:6][CH:5]([O:19][C:20](=[O:22])[CH3:21])[C:4](=[O:23])[NH:3]1.C[C:25]1[CH:35]=[CH:34][CH:33]=[C:27]2[C:28](O[C:31](=O)[C:26]=12)=[O:29]>C(O)(=O)C.[Pd]>[CH3:31][C:26]1[CH:25]=[CH:35][CH:34]=[C:33]2[C:27]=1[C:28](=[O:29])[N:8]([CH:7]1[CH2:6][CH:5]([O:19][C:20](=[O:22])[CH3:21])[C:4](=[O:23])[NH:3][C:2]1=[O:1])[C:9]2=[O:11]. Reported procedure: A mixture of 2,6-dioxo-3-benzyloxycarbonylamino-5-acetoxypiperidine (9 g, 28.2 mmol) (U. Teubert et al, Arch. Pharm. Pharm. Med. Chem. (1998) 7–12) and Pd/C (10%, 0.9 g) in acetic acid (90 mL) is shaken under hydrogen (50–60 psi) for 3 hours. The suspension is filtered through a pad of Celite and washed with acetic acid. To the filtrate is added 3-methylphthalic anhydride (4.56 g, 28.2 mmol) and this mixture is heated at reflux for 18 hours. The solvent is removed in vacuo to give 3-(4-methyl-1,...